This data is from the Open Reaction Database (ORD), a public repository of structured organic reaction records. The task is: describe an organic reaction: reactants, conditions, products, and yield Reactants: O=C([O-])[O-], CN(C)C=O, CCOC(C)=O, FC(F)I, [K+], [K+], O=S(=O)(Nc1cccc2cc(C3=NCC(CN4CCOCC4)S3)[nH]c12)c1cccs1. Product: O=S(=O)(c1cccs1)N(c1cccc2cc(C3=NCC(CN4CCOCC4)S3)[nH]c12)C(F)F. Reaction SMILES: [C:31](=[O:32])([O-:33])[O-:34].[CH3:41][N:42]([CH3:43])[CH:44]=[O:45].[CH3:46][CH2:47][O:48][C:49](=[O:50])[CH3:51].[F:37][CH:38]([I:39])[F:40].[K+:35].[K+:36].[O:1]1[CH2:2][CH2:3][N:4]([CH2:7][CH:8]2[CH2:9][N:10]=[C:11]([c:13]3[nH:14][c:15]4[c:16]([NH:22][S:23](=[O:24])(=[O:25])[c:26]5[s:27][cH:28][cH:29][cH:30]5)[cH:17][cH:18][cH:19][c:20]4[cH:21]3)[S:12]2)[CH2:5][CH2:6]1>>[O:1]1[CH2:2][CH2:3][N:4]([CH2:7][CH:8]2[CH2:9][N:10]=[C:11]([c:13]3[nH:14][c:15]4[c:16]([N:22]([S:23](=[O:24])(=[O:25])[c:26]5[s:27][cH:28][cH:29][cH:30]5)[CH:38]([F:37])[F:40])[cH:17][cH:18][cH:19][c:20]4[cH:21]3)[S:12]2)[CH2:5][CH2:6]1. The reactants are OCC=1NC(=C(N1)C)C=1C(=CC(=C(C(=O)O)C1)C)C (5-(2-(hydroxymethyl)-4-methyl-1H-imidazol-5-yl)-2,4-dimethylbenzoic acid), OCC=1NC(=C(N1)C)C=1C(=CC(=C(C(=O)O)C1)C)C (5-(2-(hydroxymethyl)-4-methyl-1H-imidazol-5-yl)-2,4-dimethylbenzoic acid), CC1=C(C=C(C(=O)OC)C=C1)B1OC(C(O1)(C)C)(C)C (Methyl 4-methyl-3-(4,4,5,5-tetramethyl-1,3,2-dioxaborolan-2-yl)benzoate), CC1=C(C=C(C(=O)OC)C=C1)B1OC(C(O1)(C)C)(C)C (Methyl 4-methyl-3-(4,4,5,5-tetramethyl-1,3,2-dioxaborolan-2-yl)benzoate), CC1=C(C(=O)OC)C=C(C(=C1)C)B1OC(C(O1)(C)C)(C)C (methyl 2,4-dimethyl-5-(4,4,5,5-tetramethyl-1,3,2-dioxaborolan-2-yl)benzoate). Product: OCC=1NC(=C(N1)C)C=1C=C(C(=O)O)C=CC1C (3-(2-(Hydroxymethyl)-4-methyl-1H-imidazol-5-yl)-4-methylbenzoic acid). RXN SMILES: [OH:1][CH2:2][C:3]1[NH:4][C:5]([C:9]2[C:10]([CH3:19])=[CH:11][C:12](C)=[C:13]([CH:17]=2)[C:14]([OH:16])=[O:15])=[C:6]([CH3:8])[N:7]=1.CC1C=CC(C(OC)=O)=CC=1B1OC(C)(C)C(C)(C)O1.CC1C=C(C)C(B2OC(C)(C)C(C)(C)O2)=CC=1C(OC)=O>>[OH:1][CH2:2][C:3]1[NH:4][C:5]([C:9]2[CH:17]=[C:13]([CH:12]=[CH:11][C:10]=2[CH3:19])[C:14]([OH:16])=[O:15])=[C:6]([CH3:8])[N:7]=1. Procedure: The title compound was prepared using standard chemical manipulations and procedures similar to those used for the preparation of 5-(2-(hydroxymethyl)-4-methyl-1H-imidazol-5-yl)-2,4-dimethylbenzoic acid (compound 222.5), except methyl 4-methyl-3-(4,4,5,5-tetramethyl-1,3,2-dioxaborolan-2-yl)benzoate (compound 5.4) was used in place of methyl 2,4-dimethyl-5-(4,4,5,5-tetramethyl-1,3,2-dioxaborolan-2-yl)benzoate (compound 160.1). The reactants are COc1c(Br)cc(CC(C)(N)C(=O)O)cc1Br, Br, C=O, O=C(O)C(F)(F)F. Product: COc1c(Br)cc2c(c1Br)CNC(C)(C(=O)O)C2. As a reaction SMILES: [Br:1][c:2]1[cH:3][c:4]([CH2:5][C:6]([NH2:7])([C:8](=[O:9])[OH:10])[CH3:11])[cH:12][c:13]([Br:17])[c:14]1[O:15][CH3:16].[BrH:25].[CH2:26]=[O:27].[OH:18][C:19]([C:20]([F:21])([F:22])[F:23])=[O:24]>>[Br:1][c:2]1[cH:3][c:4]2[c:12]([c:13]([Br:17])[c:14]1[O:15][CH3:16])[CH2:19][NH:7][C:6]([C:8](=[O:9])[OH:10])([CH3:11])[CH2:5]2. Starting materials: OC(C#C)C1=CC(=CC=C1)OC (3-hydroxy-3-(3-methoxyphenyl)-1-propyne), BrC1=C2/C(/C(NC2=CC=C1)=O)=C/C=1NC=CC1OC ((Z)-4-bromo-1,3-dihydro-3-[(3-methoxy-1H-pyrrol-2-yl)methylene]-2H-indol-2-one), BrC1=C2/C(/C(NC2=CC=C1)=O)=C/C=1NC=CC1OC ((Z)-4-bromo-1,3-dihydro-3-[(3-methoxy-1H-pyrrol-2-yl)methylene]-2H-indol-2-one), C(#C)[Mg]Cl (ethynylmagnesium chloride), COC=1C=C(C=O)C=CC1 (3-methoxybenzaldehyde). Reagents/catalysts: [Cu]I (CuI), Cl[Pd]([P](C1=CC=CC=C1)(C2=CC=CC=C2)C3=CC=CC=C3)([P](C4=CC=CC=C4)(C5=CC=CC=C5)C6=CC=CC=C6)Cl ((Ph3P)2PdCl2). Run in CN(C)C=O (DMF), CCN(CC)CC (Et3N). Yields the product OC(C#CC1=C2/C(/C(NC2=CC=C1)=O)=C/C=1NC=CC1OC)C1=CC(=CC=C1)OC (rac-(Z)-1,3-dihydro-4-[3-hydroxy-3-(3-methoxyphenyl)-1-propynyl]-3-[(3-methoxy-1H-pyrrol-2-yl)methylene]-2H-indol-2-one). As a reaction SMILES: [OH:1][CH:2]([C:5]1[CH:10]=[CH:9][CH:8]=[C:7]([O:11][CH3:12])[CH:6]=1)[C:3]#[CH:4].C([Mg]Cl)#C.COC1C=C(C=CC=1)C=O.Br[C:28]1[CH:36]=[CH:35][CH:34]=[C:33]2[C:29]=1/[C:30](=[CH:38]/[C:39]1[NH:40][CH:41]=[CH:42][C:43]=1[O:44][CH3:45])/[C:31](=[O:37])[NH:32]2>Cl[Pd](Cl)([P](C1C=CC=CC=1)(C1C=CC=CC=1)C1C=CC=CC=1)[P](C1C=CC=CC=1)(C1C=CC=CC=1)C1C=CC=CC=1.[Cu]I.CN(C=O)C.CCN(CC)CC>[OH:1][CH:2]([C:5]1[CH:10]=[CH:9][CH:8]=[C:7]([O:11][CH3:12])[CH:6]=1)[C:3]#[C:4][C:28]1[CH:36]=[CH:35][CH:34]=[C:33]2[C:29]=1/[C:30](=[CH:38]/[C:39]1[NH:40][CH:41]=[CH:42][C:43]=1[O:44][CH3:45])/[C:31](=[O:37])[NH:32]2 |^1:48,67|. Procedure: Using Method D above, 3-hydroxy-3-(3-methoxyphenyl)-1-propyne (151 mg, 1.0 mmol) (prepared by the addition of ethynylmagnesium chloride (Aldrich) to 3-methoxybenzaldehyde (Aldrich) according to Method A above) was coupled to (Z)-4-bromo-1,3-dihydro-3-[(3-methoxy-1H-pyrrol-2-yl)methylene]-2H-indol-2-one (Starting Material 1) (220 mg, 0.69 mmol) using (Ph3P)2PdCl2 (100 mg) (Aldrich) and CuI (55 mg) (Aldrich) as catalyst in DMF (5 mL) and Et3N (5 mL) as solvent at 70° C. for 18 h, yielding rac-(Z)-... Starting materials: COC(CCCCCNC=1C2=C(N=CN1)OC(=C2C2=CC=C(C=C2)OC)C2=C(C=CC=C2)CC)=O (6-{[6-(2-ethylphenyl)-5-(4-methoxyphenyl)furo[2,3-d]pyrimidin-4-yl]amino}hexanoic acid methyl ester), Cl (hydrochloric acid), C(C)(=O)OCC (ethyl acetate), [OH-].[Na+] (sodium hydroxide). The solvent is O1CCOCC1 (dioxan). Run at time 16 hour. Yields the product C(C)C1=C(C=CC=C1)C1=C(C2=C(N=CN=C2NCCCCCC(=O)O)O1)C1=CC=C(C=C1)OC (6-{[6-(2-Ethylphenyl)-5-(4-methoxyphenyl)furo[2,3-d]pyrimidin-4-yl]amino}hexanoic acid). RXN SMILES: C[O:2][C:3](=[O:35])[CH2:4][CH2:5][CH2:6][CH2:7][CH2:8][NH:9][C:10]1[C:11]2[C:18]([C:19]3[CH:24]=[CH:23][C:22]([O:25][CH3:26])=[CH:21][CH:20]=3)=[C:17]([C:27]3[CH:32]=[CH:31][CH:30]=[CH:29][C:28]=3[CH2:33][CH3:34])[O:16][C:12]=2[N:13]=[CH:14][N:15]=1.[OH-].[Na+].Cl.C(OCC)(=O)C>O1CCOCC1>[CH2:33]([C:28]1[CH:29]=[CH:30][CH:31]=[CH:32][C:27]=1[C:17]1[O:16][C:12]2[N:13]=[CH:14][N:15]=[C:10]([NH:9][CH2:8][CH2:7][CH2:6][CH2:5][CH2:4][C:3]([OH:35])=[O:2])[C:11]=2[C:18]=1[C:19]1[CH:24]=[CH:23][C:22]([O:25][CH3:26])=[CH:21][CH:20]=1)[CH3:34] |f:1.2|. Reported procedure: Dissolve 45 mg (0.10 mmol) 6-{[6-(2-ethylphenyl)-5-(4-methoxyphenyl)furo[2,3-d]pyrimidin-4-yl]amino}hexanoic acid methyl ester in 2.0 ml dioxan and add 0.5 ml 1 N sodium hydroxide solution. Stir for 16 h at RT, then add 0.5 ml 1 N hydrochloric acid and 5 ml ethyl acetate. Separate the organic phase, dry over sodium sulphate, filter and concentrate by evaporation. 38 mg (87% of theor.) of the target compound is obtained. Reactants: CC(=O)OC(C)=O, CCOC(C)=O, ClCCl, CCOC(=O)CC1(O)CCC(C)(C)c2ccc(Br)cc21. The product is CCOC(=O)CC1(OC(C)=O)CCC(C)(C)c2ccc(Br)cc21. RXN SMILES: [CH3:21][C:22](=[O:23])[O:24][C:25](=[O:26])[CH3:27].[CH3:31][CH2:32][O:33][C:34]([CH3:35])=[O:36].[Cl:28][CH2:29][Cl:30].[OH:1][C:2]1([CH2:15][C:16](=[O:17])[O:18][CH2:19][CH3:20])[CH2:3][CH2:4][C:5]([CH3:13])([CH3:14])[c:6]2[cH:7][cH:8][c:9]([Br:12])[cH:10][c:11]21>>[O:1]([C:2]1([CH2:15][C:16](=[O:17])[O:18][CH2:19][CH3:20])[CH2:3][CH2:4][C:5]([CH3:13])([CH3:14])[c:6]2[cH:7][cH:8][c:9]([Br:12])[cH:10][c:11]21)[C:22]([CH3:21])=[O:23].